The task is: describe an organic reaction: reactants, conditions, products, and yield. This data is from the Open Reaction Database (ORD), a public repository of structured organic reaction records. Starting materials: ClC1=NC=CC(=N1)C1=C(N=C(S1)C(C)C)C=1C=CC(=C(C1)NS(=O)(=O)C1=CC(=CC=C1)F)F (N-{5-[5-(2-chloro-4-pyrimidinyl)-2-(1-methylethyl)-1,3-thiazol-4-yl]-2-fluorophenyl}-3-fluorobenzenesulfonamide), N (ammonia). Reported procedure: Following a procedure analogous to the procedure described in Example 51, Step B using N-{5-[5-(2-chloro-4-pyrimidinyl)-2-(1-methylethyl)-1,3-thiazol-4-yl]-2-fluorophenyl}-3-fluorobenzenesulfonamide (100 mg, 0.20 mmol) and 7 N ammonia in MeOH (2 mL) the title compound was obtained as a white powder (46 mg, 0.09 mmol, 47.2% yield). 1H NMR (400 MHz, DMSO-d6) ppm δ 10.48 (s, 1H), 8.07 (d, J=5.1 Hz, 1H), 7.62 (t, J=6.8 Hz, 1H), 7.50-7.55 (m, 3H), 7.34-7.39 (m, 2H), 7.26 (t, J=10.4 Hz, 1H), 6.78 (s, ... Run in CO (MeOH). Product: NC1=NC=CC(=N1)C1=C(N=C(S1)C(C)C)C=1C=CC(=C(C1)NS(=O)(=O)C1=CC(=CC=C1)F)F (N-{5-[5-(2-Amino-4-pyrimidinyl)-2-(1-methylethyl)-1,3-thiazol-4-yl]-2-fluorophenyl}-3-fluorobenzenesulfonamide). RXN SMILES: Cl[C:2]1[N:7]=[C:6]([C:8]2[S:12][C:11]([CH:13]([CH3:15])[CH3:14])=[N:10][C:9]=2[C:16]2[CH:17]=[CH:18][C:19]([F:33])=[C:20]([NH:22][S:23]([C:26]3[CH:31]=[CH:30][CH:29]=[C:28]([F:32])[CH:27]=3)(=[O:25])=[O:24])[CH:21]=2)[CH:5]=[CH:4][N:3]=1.[NH3:34]>CO>[NH2:34][C:2]1[N:7]=[C:6]([C:8]2[S:12][C:11]([CH:13]([CH3:15])[CH3:14])=[N:10][C:9]=2[C:16]2[CH:17]=[CH:18][C:19]([F:33])=[C:20]([NH:22][S:23]([C:26]3[CH:31]=[CH:30][CH:29]=[C:28]([F:32])[CH:27]=3)(=[O:25])=[O:24])[CH:21]=2)[CH:5]=[CH:4][N:3]=1. Reaction SMILES: [CH3:1][CH:2]([C:4]1[CH:14]=[CH:13][C:7]2[CH2:8][CH2:9][CH2:10][CH2:11][S:12][C:6]=2[CH:5]=1)[OH:3]>C(Cl)Cl.[O-2].[O-2].[Mn+4]>[CH3:1][C:2]([C:4]1[CH:14]=[CH:13][C:7]2[CH2:8][CH2:9][CH2:10][CH2:11][S:12][C:6]=2[CH:5]=1)=[O:3] |f:2.3.4|. Yield: 94.5%. Run at time 8 hour. The solvent is C(Cl)Cl (methylene chloride). Reported procedure: 7.80 g of 2,3,4,5-tetrahydro-α-methyl-1-benzothiepine-8-methanol were dissolved in 100 ml of methylene chloride, treated with 50 g of manganese dioxide (MnO2) and the reaction mixture was stirred overnight. Thereafter, the mixture was filtered over a filter aid and the solution was evaporated. There were obtained 7.30 g of 2,3,4,5-tetrahydro-1-benzothiepin-8-yl methyl ketone as a colorless oil. Yields the product CC(=O)C1=CC2=C(CCCCS2)C=C1 (2,3,4,5-tetrahydro-1-benzothiepin-8-yl methyl ketone). Reactants: CC(O)C1=CC2=C(CCCCS2)C=C1 (2,3,4,5-tetrahydro-α-methyl-1-benzothiepine-8-methanol). The reagents and catalysts are [O-2].[O-2].[Mn+4] (manganese dioxide). Reaction SMILES: [C:30](=[O:31])([O-:32])[O-:33].[CH3:1][O:2][C:3]([c:4]1[c:5]([C:6](=[O:7])[O:8][CH3:9])[c:10]([I:14])[cH:11][cH:12][cH:13]1)=[O:15].[CH3:36][c:37]1[cH:38][cH:39][cH:40][cH:41][cH:42]1.[Cl:43][CH2:44][Cl:45].[Cs+:34].[Cs+:35].[O:16]([c:17]1[cH:18][cH:19][cH:20][cH:21][cH:22]1)[c:23]1[c:24]([NH2:25])[cH:26][cH:27][cH:28][cH:29]1.[O:48]=[C:49]([CH:50]=[CH:51][c:52]1[cH:53][cH:54][cH:55][cH:56][cH:57]1)[CH:58]=[CH:59][c:60]1[cH:61][cH:62][cH:63][cH:64][cH:65]1.[O:66]=[C:67]([CH:68]=[CH:69][c:70]1[cH:71][cH:72][cH:73][cH:74][cH:75]1)[CH:76]=[CH:77][c:78]1[cH:79][cH:80][cH:81][cH:82][cH:83]1.[O:84]=[C:85]([CH:86]=[CH:87][c:88]1[cH:89][cH:90][cH:91][cH:92][cH:93]1)[CH:94]=[CH:95][c:96]1[cH:97][cH:98][cH:99][cH:100][cH:101]1.[Pd:46].[Pd:47]>>[CH3:1][O:2][C:3]([c:4]1[c:5]([C:6](=[O:7])[O:8][CH3:9])[c:10]([NH:25][c:24]2[c:23]([O:16][c:17]3[cH:18][cH:19][cH:20][cH:21][cH:22]3)[cH:29][cH:28][cH:27][cH:26]2)[cH:11][cH:12][cH:13]1)=[O:15]. The reactants are O=C([O-])[O-], COC(=O)c1cccc(I)c1C(=O)OC, Cc1ccccc1, ClCCl, [Cs+], [Cs+], Nc1ccccc1Oc1ccccc1, O=C(C=Cc1ccccc1)C=Cc1ccccc1, O=C(C=Cc1ccccc1)C=Cc1ccccc1, O=C(C=Cc1ccccc1)C=Cc1ccccc1, [Pd], [Pd]. Product: COC(=O)c1cccc(Nc2ccccc2Oc2ccccc2)c1C(=O)OC. The reactants are CSC1CC(N1CC(=O)OCC1=CC=C(C=C1)[N+](=O)[O-])=O (p-nitrobenzyl 2-(4-methylthio-2-azetidinon-1-yl)acetate), C[Si](N[Si](C)(C)C)(C)C (hexamethyldisilazane), C(CCC)[Li] (butyllithium), C(=S)=S (carbon disulphide), C(=O)(Cl)Cl (phosgene). Solvent: C(C)(=O)O (Acetic acid), C(C)(=O)OCC (ethyl acetate), O1CCCC1 (tetrahydrofuran), O1CCCC1 (tetrahydrofuran), CCCCCC (hexane), C1=CC=CC=C1 (benzene). Run at time 30 minute. Product: CSC1CC(N1C(C(=O)OCC1=CC=C(C=C1)[N+](=O)[O-])=C1SC(S1)=O)=O (p-Nitrobenzyl 2-(4-methylthio-2-azetidinon-1-yl)-2-(4-oxo-1,3-dithietan-2-ylidene)acetat). As a reaction SMILES: C[Si](C)(C)N[Si](C)(C)C.C([Li])CCC.[CH3:15][S:16][CH:17]1[N:20]([CH2:21][C:22]([O:24][CH2:25][C:26]2[CH:31]=[CH:30][C:29]([N+:32]([O-:34])=[O:33])=[CH:28][CH:27]=2)=[O:23])[C:19](=[O:35])[CH2:18]1.[C:36](Cl)(Cl)=[O:37].[C:40](=[S:42])=[S:41]>O1CCCC1.CCCCCC.C1C=CC=CC=1.C(OCC)(=O)C.C(O)(=O)C>[CH3:15][S:16][CH:17]1[N:20]([C:21](=[C:40]2[S:42][C:36](=[O:37])[S:41]2)[C:22]([O:24][CH2:25][C:26]2[CH:31]=[CH:30][C:29]([N+:32]([O-:34])=[O:33])=[CH:28][CH:27]=2)=[O:23])[C:19](=[O:35])[CH2:18]1. Reported procedure: To a solution of 740 μl hexamethyldisilazane in 12 ml of tetrahydrofuran was added a solution of butyllithium in hexane (2.4 ml, 163 mmoles/ml) at room temperature, and then the mixture was stirred for 30 minutes. A solution of 620 mg of p-nitrobenzyl 2-(4-methylthio-2-azetidinon-1-yl)acetate in 8 ml of tetrahydrofuran was then added, after cooling the mixture of -78° C., after which it was stirred for 5 minutes. To the resulting solution was added carbon disulphide (181.2 μl), and the mixture w...